Dataset: the Open Reaction Database (ORD), a public repository of structured organic reaction records. Task: describe an organic reaction: reactants, conditions, products, and yield Reactants: [BH4-], COc1ccc(OCC(C)N(C)C)c(C=NCCc2ccccc2)c1, CO, [Na+]. Reaction SMILES: [BH4-:26].[CH3:1][N:2]([CH:3]([CH2:4][O:5][c:6]1[c:7]([CH:14]=[N:15][CH2:16][CH2:17][c:18]2[cH:19][cH:20][cH:21][cH:22][cH:23]2)[cH:8][c:9]([O:12][CH3:13])[cH:10][cH:11]1)[CH3:24])[CH3:25].[CH3:28][OH:29].[Na+:27]>>[CH3:1][N:2]([CH:3]([CH2:4][O:5][c:6]1[c:7]([CH2:14][NH:15][CH2:16][CH2:17][c:18]2[cH:19][cH:20][cH:21][cH:22][cH:23]2)[cH:8][c:9]([O:12][CH3:13])[cH:10][cH:11]1)[CH3:24])[CH3:25]. Product: COc1ccc(OCC(C)N(C)C)c(CNCCc2ccccc2)c1. Starting materials: CC1=CC=CC(=N1)N1C=NC(=C1)C(=O)O (1-(6-methylpyridin-2-yl)-1H-imidazole-4-carboxylic acid), N[C@H](CN1N=C(C=C1)C1=CC(=C(C#N)C(=C1)F)Cl)C ((S)-4-(1-(2-aminopropyl)-1H-pyrazol-3-yl)-2-chloro-6-fluorobenzonitrile). Yields the product ClC=1C=C(C=C(C1C#N)F)C1=NN(C=C1)C[C@H](C)NC(=O)C=1N=CN(C1)C1=NC(=CC=C1)C ((S)—N-(1-(3-(3-chloro-4-cyano-5-fluorophenyl)-1H-pyrazol-1-yl)propan-2-yl)-1-(6-methylpyridin-2-yl)-1H-imidazole-4-carboxamide). The yield is 55.3%. As a reaction SMILES: [CH3:1][C:2]1[N:7]=[C:6]([N:8]2[CH:12]=[C:11]([C:13]([OH:15])=O)[N:10]=[CH:9]2)[CH:5]=[CH:4][CH:3]=1.[NH2:16][C@@H:17]([CH3:34])[CH2:18][N:19]1[CH:23]=[CH:22][C:21]([C:24]2[CH:31]=[C:30]([F:32])[C:27]([C:28]#[N:29])=[C:26]([Cl:33])[CH:25]=2)=[N:20]1>>[Cl:33][C:26]1[CH:25]=[C:24]([C:21]2[CH:22]=[CH:23][N:19]([CH2:18][C@@H:17]([NH:16][C:13]([C:11]3[N:10]=[CH:9][N:8]([C:6]4[CH:5]=[CH:4][CH:3]=[C:2]([CH3:1])[N:7]=4)[CH:12]=3)=[O:15])[CH3:34])[N:20]=2)[CH:31]=[C:30]([F:32])[C:27]=1[C:28]#[N:29]. Procedure details: The title compound was prepared using the method of Example 34(d) starting from 1-(6-methylpyridin-2-yl)-1H-imidazole-4-carboxylic acid (0.190 g, 0.933 mmol) and (S)-4-(1-(2-aminopropyl)-1H-pyrazol-3-yl)-2-chloro-6-fluorobenzonitrile (0.2 g, 0.718 mmol). The product was purified by recrystallization from acetonitrile. Yield 55.3%. 1H-NMR (400 MHz; DMSO-d6): δ 1.13 (d, 3H), 2.53 (s, 3H), 4.31-4.52 (m, 3H), 7.01 (d, 1H), 7.29 (d, 1H), 7.72 (d, 1H), 7.87-7.96 (m, 3H), 8.02-8.04 (m, 1H), 8.35 (d, 1H... The reactants are COC(=O)[C@@H]1C[C@H](CN1C(=O)OCc2ccccc2)OC(=O)N3Cc4cccc(Br)c4C3, CC1(C)OB(OC1(C)C)C2=CCCCC2. The reagents and catalysts are CCN=P(N=P(N(C)C)(N(C)C)N(C)C)(N(C)C)N(C)C (P2-Et), CC(C)c1cc(C(C)C)c(-c2ccccc2[PH](C(C)(C)C)(C(C)(C)C)[Pd]2(OS(C)(=O)=O)Nc3ccccc3-c3ccccc32)c(C(C)C)c1 (tBuXphos G3). The solvent is CS(C)=O (DMSO), O (water), CS(C)=O (DMSO), CS(C)=O (DMSO), CS(C)=O (DMSO). Run at time 22 hour. Product: COC(=O)[C@@H]1C[C@H](CN1C(=O)OCc2ccccc2)OC(=O)N3Cc4cccc(C5=CCCCC5)c4C3, COC(=O)[C@@H]1C[C@H](CN1C(=O)OCc2ccccc2)OC(=O)N3Cc4cccc(Br)c4C3, c1ccc(-c2ccccc2)cc1. The reactants are FC1=CC=2CC3=CC(=CC(=C3C2C(=C1)F)[N+](=O)[O-])F (2,4,7-Trifluoro-5-nitrofluorene), NC1=C2C3=C(C=C(C(C3=CC2=CC(=C1)F)=O)F)F (5-amino-2,4,7-trifluorofluorenone), O(C(=S)[S-])CC.[K+] (potassium ethyl xanthate), Cl (hydrochloric acid), [Sn](Cl)Cl (tin(II)chloride), C1(C=CC=C2C3=CC=CC=C3C=C12)=O (fluorenone), [Cr](=O)(=O)([O-])O[Cr](=O)(=O)[O-].[Na+].[Na+] (sodium dichromate), amine, 5-diazonium tetrafluoroborate, N(=O)[O-].[Na+] (sodium nitrite), F[B-](F)(F)F.[H+] (fluoroboric acid). Run in C1(=CC=CC=C1)C (toluene), O (water), C(C)(=O)O (acetic acid), C(C)O (ethanol), O1CCCC1 (tetrahydrofuran). The product is O(C(=S)SC1=C2C=3C(=CC(=CC3C(C2=CC(=C1)F)=O)F)F)CC (ethyl 2,4,7-trifluoro-9oxofluoren-5-yl xanthate). Reaction SMILES: [F:1][C:2]1[CH:14]=[C:13]([F:15])[C:12]2[C:11]3[C:6](=[CH:7][C:8]([F:19])=[CH:9][C:10]=3[N+]([O-])=O)[CH2:5][C:4]=2[CH:3]=1.C1(=[O:33])C2C(C3C(C=2)=CC=CC=3)=CC=C1.[Cr](O[Cr]([O-])(=O)=O)([O-])(=O)=O.[Na+].[Na+].NC1C=C(F)C=C2C=1C1C(=C2)C(=O)C(F)=CC=1F.[Sn](Cl)Cl.Cl.N([O-])=O.[Na+].F[B-](F)(F)F.[H+].[O:77]([CH2:81][CH3:82])[C:78]([S-:80])=[S:79].[K+]>C(O)(=O)C.C(O)C.O1CCCC1.C1(C)C=CC=CC=1.O>[O:77]([CH2:81][CH3:82])[C:78]([S:80][C:10]1[CH:9]=[C:8]([F:19])[CH:7]=[C:6]2[C:11]=1[C:12]1[C:13]([F:15])=[CH:14][C:2]([F:1])=[CH:3][C:4]=1[C:5]2=[O:33])=[S:79] |f:2.3.4,8.9,10.11,12.13|. Reported procedure: 2,4,7-Trifluoro-5-nitrofluorene was oxidized to the fluorenone using sodium dichromate in acetic acid and then reduced to 5-amino-2,4,7-trifluorofluorenone using tin(II)chloride in a mixture of ethanol and concentrated hydrochloric acid. The amine was converted to the 5-diazonium tetrafluoroborate salt by treatment with sodium nitrite in a mixture of tetrahydrofuran and aqueous fluoroboric acid. The material was allowed to react with potassium ethyl xanthate in a hot mixture of water and toluene...